Task: describe an organic reaction: reactants, conditions, products, and yield. Dataset: the Open Reaction Database (ORD), a public repository of structured organic reaction records The reactants are C(C)(=O)O (Acetic acid), Br (hydrogen bromide), C(C)OP(OCC)(=O)N1CCN(CCCC(CCCN(CC1)S(=O)(=O)C1=C(C=CC=C1)[N+](=O)[O-])F)S(=O)(=O)C1=C(C=CC=C1)[N+](=O)[O-] ([11-fluoro-1,7-bis(2-nitro-benzenesulfonyl)-1,4,7-triaza-cyclotetradec-4-yl]-phosphonic acid diethyl ester). Run in C(C)OCC (diethyl ether). Conditions: time 18 hour. The product is FC1CCCN(CCNCCN(CCC1)S(=O)(=O)C1=C(C=CC=C1)[N+](=O)[O-])S(=O)(=O)C1=C(C=CC=C1)[N+](=O)[O-] (11-Fluoro-1,7-bis-(2-nitro-benzenesulfonyl)-1,4,7-triazacyclotetradecane). Yield: 100.3%. RXN SMILES: C(O)(=O)C.Br.C(OP([N:14]1[CH2:27][CH2:26][N:25]([S:28]([C:31]2[CH:36]=[CH:35][CH:34]=[CH:33][C:32]=2[N+:37]([O-:39])=[O:38])(=[O:30])=[O:29])[CH2:24][CH2:23][CH2:22][CH:21]([F:40])[CH2:20][CH2:19][CH2:18][N:17]([S:41]([C:44]2[CH:49]=[CH:48][CH:47]=[CH:46][C:45]=2[N+:50]([O-:52])=[O:51])(=[O:43])=[O:42])[CH2:16][CH2:15]1)(=O)OCC)C>C(OCC)C>[F:40][CH:21]1[CH2:22][CH2:23][CH2:24][N:25]([S:28]([C:31]2[CH:36]=[CH:35][CH:34]=[CH:33][C:32]=2[N+:37]([O-:39])=[O:38])(=[O:29])=[O:30])[CH2:26][CH2:27][NH:14][CH2:15][CH2:16][N:17]([S:41]([C:44]2[CH:49]=[CH:48][CH:47]=[CH:46][C:45]=2[N+:50]([O-:52])=[O:51])(=[O:42])=[O:43])[CH2:18][CH2:19][CH2:20]1. Reported procedure: Acetic acid (15 ml), saturated with anhydrous hydrogen bromide (gas) was added to [11-fluoro-1,7-bis(2-nitro-benzenesulfonyl)-1,4,7-triaza-cyclotetradec-4-yl]-phosphonic acid diethyl ester (560 mg, 0.77 mmol) contained in round-bottomed flask closed by glass stopper. The resulting mixture was allowed to stir for 18 hours at room temperature and then diethyl ether (50 ml) was added. The white precipitate which formed was allowed to settle to the bottom of the flask and the diethyl ether solution ...